Dataset: the Open Reaction Database (ORD), a public repository of structured organic reaction records. Task: describe an organic reaction: reactants, conditions, products, and yield The reactants are N=1C=CN2C1C=CC=C2SCCCCN2C(SCC2=O)=O (3-[4-(imidazo[1,2-a]pyridin-5-ylthio)butyl]thiazolidine-2,4-dione), COC1=C(C=CC=C1)CCC=O (3-(2-methoxyphenyl)-1-propanal), N1CCCCC1 (piperidine). Run in C(C)O (ethanol). Product: COC1=C(C=CC=C1)CCC=C1C(N(C(S1)=O)CCCCSC1=CC=CC=2N1C=CN2)=O (5-[3-(2-methoxyphenyl)propylidene]-3-[4-(imidazo[1,2-a]pyridin-5-ylthio)butyl]thiazolidine-2,4-dione). As a reaction SMILES: [N:1]1[CH:2]=[CH:3][N:4]2[C:9]([S:10][CH2:11][CH2:12][CH2:13][CH2:14][N:15]3[C:19](=[O:20])[CH2:18][S:17][C:16]3=[O:21])=[CH:8][CH:7]=[CH:6][C:5]=12.[CH3:22][O:23][C:24]1[CH:29]=[CH:28][CH:27]=[CH:26][C:25]=1[CH2:30][CH2:31][CH:32]=O.N1CCCCC1>C(O)C>[CH3:22][O:23][C:24]1[CH:29]=[CH:28][CH:27]=[CH:26][C:25]=1[CH2:30][CH2:31][CH:32]=[C:18]1[S:17][C:16](=[O:21])[N:15]([CH2:14][CH2:13][CH2:12][CH2:11][S:10][C:9]2[N:4]3[CH:3]=[CH:2][N:1]=[C:5]3[CH:6]=[CH:7][CH:8]=2)[C:19]1=[O:20]. Reported procedure: To a solution of 964 mg (3.0 mmol) of 3-[4-(imidazo[1,2-a]pyridin-5-ylthio)butyl]thiazolidine-2,4-dione and 657 mg (4.0 mmol) of 3-(2-methoxyphenyl)-1-propanal in 20 ml of ethanol, 26 mg (0.3 mmol) of piperidine was added, followed by refluxing for 3.5 hours. After the reaction mixture was cooled, the solvent was distilled off. The residue was dissolved in dichloromethane, washed with purified water and dried, after which the solvent was distilled off. The residue was purified by column chromato...